From a dataset of the Open Reaction Database (ORD), a public repository of structured organic reaction records. describe an organic reaction: reactants, conditions, products, and yield The solvent is C(C)O (ethanol). Reactants: C(CCCCCCC)OC1=CC=C(C=C1)C1=NC=C(C(=N1)Cl)C(=O)[O-] (2-(p-octyloxyphenyl)-4-chloropyrimidine-5-carboxylate), C(C)(=O)[O-].[K+] (potassium acetate). Isolated yield 93.0%. Procedure details: Then, 4.9 g (0.012 mole) of the obtained 2-(p-octyloxyphenyl)-4-chloropyrimidine-5-carboxylate was dissolved in 100 ml of ethanol, and was reduced with 0.3 g of Pd/BaSO4 in the presence of potassium acetate to give 4.0 g of ethyl 2-(p-octyloxyphenyl)pyrimidine-5-carboxylate (yield: 93%). Reaction SMILES: [CH2:1]([O:9][C:10]1[CH:15]=[CH:14][C:13]([C:16]2[N:21]=[C:20](Cl)[C:19]([C:23]([O-:25])=[O:24])=[CH:18][N:17]=2)=[CH:12][CH:11]=1)[CH2:2][CH2:3][CH2:4][CH2:5][CH2:6][CH2:7][CH3:8].[C:26]([O-])(=O)[CH3:27].[K+]>C(O)C.[Pd].[O-]S([O-])(=O)=O.[Ba+2]>[CH2:1]([O:9][C:10]1[CH:15]=[CH:14][C:13]([C:16]2[N:21]=[CH:20][C:19]([C:23]([O:25][CH2:26][CH3:27])=[O:24])=[CH:18][N:17]=2)=[CH:12][CH:11]=1)[CH2:2][CH2:3][CH2:4][CH2:5][CH2:6][CH2:7][CH3:8] |f:1.2,4.5.6|. The product is C(CCCCCCC)OC1=CC=C(C=C1)C1=NC=C(C=N1)C(=O)OCC (ethyl 2-(p-octyloxyphenyl)pyrimidine-5-carboxylate). Reagents/catalysts: [Pd].[O-]S(=O)(=O)[O-].[Ba+2] (Pd BaSO4). Starting materials: COc1ccc2c(c1)C(=O)CCC2, [N-]=[N+]=[N-], [Na+], O. Yields the product COc1ccc2c(c1)NC(=O)CCC2. As a reaction SMILES: [CH3:1][O:2][c:3]1[cH:4][cH:5][c:6]2[c:11]([cH:12]1)[C:10](=[O:13])[CH2:9][CH2:8][CH2:7]2.[N-:15]=[N+:16]=[N-:17].[Na+:14].[OH2:18]>>[CH3:1][O:2][c:3]1[cH:4][cH:5][c:6]2[c:11]([cH:12]1)[NH:15][C:10](=[O:13])[CH2:9][CH2:8][CH2:7]2.